This data is from the Open Reaction Database (ORD), a public repository of structured organic reaction records. The task is: describe an organic reaction: reactants, conditions, products, and yield Starting materials: CC(=O)OC(C)=O, O=CO, ClCCl, c1ccc2c(c1)CNCCO2. Product: O=CN1CCOc2ccccc2C1. RXN SMILES: [CH3:4][C:5]([O:6][C:7](=[O:8])[CH3:9])=[O:10].[CH:1](=[O:2])[OH:3].[Cl:22][CH2:23][Cl:24].[O:11]1[CH2:12][CH2:13][NH:14][CH2:15][c:16]2[c:17]1[cH:18][cH:19][cH:20][cH:21]2>>[CH:1](=[O:2])[N:14]1[CH2:13][CH2:12][O:11][c:17]2[c:16]([cH:21][cH:20][cH:19][cH:18]2)[CH2:15]1. Reactants: FC1=CC=C(C=C1)C=1OC2=C(C1C(=O)NC)C=C(C(=C2)N(S(=O)(=O)C)C)B2OC(C(O2)(C)C)(C)C (2-(4-fluorophenyl)-N-methyl-6-(N-methylmethylsulfonamido)-5-(4,4,5,5-tetramethyl-1,3,2-dioxaborolan-2-yl)benzofuran-3-carboxamide), ClC=1C=CC2=C(C=3N(C=4C=CC=CC4C3F)CO2)N1 (2-chloro-12-fluoro-6H-pyrido[2′,3′:5,6][1,3]oxazino[3,4-a]indole), [O-]P(=O)([O-])[O-].[K+].[K+].[K+] (K3PO4), CC(C)C1=CC(=C(C(=C1)C(C)C)C2=C(C=CC=C2)P(C3CCCCC3)C4CCCCC4)C(C)C (X-Phos). Reagents/catalysts: C=1C=CC(=CC1)/C=C/C(=O)/C=C/C2=CC=CC=C2.C=1C=CC(=CC1)/C=C/C(=O)/C=C/C2=CC=CC=C2.C=1C=CC(=CC1)/C=C/C(=O)/C=C/C2=CC=CC=C2.[Pd].[Pd] (Pd2(dba)3). Solvent: O1CCOCC1.O (dioxane H2O), CCOC(=O)C (EtOAc). Conditions: temperature 80 celsius, time 1 hour. The product is FC1=C2N(C=3C=CC=CC13)COC1=C2N=C(C=C1)C=1C(=CC2=C(C(=C(O2)C2=CC=C(C=C2)F)C(=O)NC)C1)N(S(=O)(=O)C)C (5-(12-fluoro-6H-pyrido[2′,3′:5,6][1,3]oxazino[3,4-a]indol-2-yl)-2-(4-fluorophenyl)-N-methyl-6-(N-methylmethylsulfonamido)benzofuran-3-carboxamide), compound 58. Isolated yield 44.4%. Reaction SMILES: [F:1][C:2]1[CH:7]=[CH:6][C:5]([C:8]2[O:9][C:10]3[CH:20]=[C:19]([N:21]([CH3:26])[S:22]([CH3:25])(=[O:24])=[O:23])[C:18](B4OC(C)(C)C(C)(C)O4)=[CH:17][C:11]=3[C:12]=2[C:13]([NH:15][CH3:16])=[O:14])=[CH:4][CH:3]=1.Cl[C:37]1[CH:38]=[CH:39][C:40]2[O:53][CH2:52][N:43]3[C:44]4[CH:45]=[CH:46][CH:47]=[CH:48][C:49]=4[C:50]([F:51])=[C:42]3[C:41]=2[N:54]=1.[O-]P([O-])([O-])=O.[K+].[K+].[K+].CC(C1C=C(C(C)C)C(C2C=CC=CC=2P(C2CCCCC2)C2CCCCC2)=C(C(C)C)C=1)C>O1CCOCC1.O.CCOC(C)=O.C1C=CC(/C=C/C(/C=C/C2C=CC=CC=2)=O)=CC=1.C1C=CC(/C=C/C(/C=C/C2C=CC=CC=2)=O)=CC=1.C1C=CC(/C=C/C(/C=C/C2C=CC=CC=2)=O)=CC=1.[Pd].[Pd]>[F:51][C:50]1[C:49]2[CH:48]=[CH:47][CH:46]=[CH:45][C:44]=2[N:43]2[CH2:52][O:53][C:40]3[CH:39]=[CH:38][C:37]([C:18]4[C:19]([N:21]([CH3:26])[S:22]([CH3:25])(=[O:24])=[O:23])=[CH:20][C:10]5[O:9][C:8]([C:5]6[CH:4]=[CH:3][C:2]([F:1])=[CH:7][CH:6]=6)=[C:12]([C:13]([NH:15][CH3:16])=[O:14])[C:11]=5[CH:17]=4)=[N:54][C:41]=3[C:42]=12 |f:2.3.4.5,7.8,10.11.12.13.14|. Procedure: To a degassed solution of 2-(4-fluorophenyl)-N-methyl-6-(N-methylmethylsulfonamido)-5-(4,4,5,5-tetramethyl-1,3,2-dioxaborolan-2-yl)benzofuran-3-carboxamide (110 mg, 0.22 mmol), 2-chloro-12-fluoro-6H-pyrido[2′,3′:5,6][1,3]oxazino[3,4-a]indole (60 mg, 0.220 mmol) and K3PO4 (176 mg, 0.66 mmol) in dioxane/H2O (0.8 mL/0.2 mL) was added Pd2(dba)3 (10 mg, 0.01 mmol) and X-Phos (10 mg, 0.02 mmol) under N2. The mixture was heated to 80° C. and then stirred for 1 hour. The reaction mixture was cooled to R...